From a dataset of the Open Reaction Database (ORD), a public repository of structured organic reaction records. describe an organic reaction: reactants, conditions, products, and yield The reactants are C(CCCO)O (1,4-butanediol), ClC1=C(C#N)C=CC(=C1)F (2-chloro-4-fluoro-benzonitrile). Yields the product ClC1=C(C#N)C=CC(=C1)OCCCCO (2-chloro-4-(4-hydroxy-butoxy)-benzonitrile). Yield: 4.4%. RXN SMILES: [CH2:1]([OH:6])[CH2:2][CH2:3][CH2:4][OH:5].[Cl:7][C:8]1[CH:15]=[C:14](F)[CH:13]=[CH:12][C:9]=1[C:10]#[N:11]>>[Cl:7][C:8]1[CH:15]=[C:14]([O:5][CH2:4][CH2:3][CH2:2][CH2:1][OH:6])[CH:13]=[CH:12][C:9]=1[C:10]#[N:11]. Procedure: Following the procedure described for Example 29, 1,4-butanediol (1 mL, 10 mmol) was reacted with 2-chloro-4-fluoro-benzonitrile (159 mg, 1.0 mmol) for 24 hours at room temperature. Purification by reverse phase high pressure chromatography eluting with a solvent gradient (15% of 0.1% formic acid/CH3CN in 0.1% formic acid/water to 100% of 0.1% formic acid/water) provided 10 mg of 2-chloro-4-(4-hydroxy-butoxy)-benzonitrile. 1H NMR (CDCl3) δ 7.54 (d, 1H), 6.98 (d, 1H), 6.83 (dd, 1H), 4.03 (t, 2H),... Reactants: CCCCc1ccc(C#Cc2ccc(CNc3ccc4c(c3)C(=O)OC(C)(C)O4)cc2)cc1, O=C(Cl)CCC1CCCC1. Product: CCCCc1ccc(C#Cc2ccc(CN(C(=O)CCC3CCCC3)c3ccc4c(c3)C(=O)OC(C)(C)O4)cc2)cc1. Reaction SMILES: [CH2:1]([CH2:2][CH2:3][CH3:4])[c:5]1[cH:6][cH:7][c:8]([C:11]#[C:12][c:13]2[cH:14][cH:15][c:16]([CH2:17][NH:18][c:19]3[cH:20][c:21]4[c:22]([cH:30][cH:31]3)[O:23][C:24]([CH3:28])([CH3:29])[O:25][C:26]4=[O:27])[cH:32][cH:33]2)[cH:9][cH:10]1.[CH:34]1([CH2:39][CH2:40][C:41](=[O:42])[Cl:43])[CH2:35][CH2:36][CH2:37][CH2:38]1>>[CH2:1]([CH2:2][CH2:3][CH3:4])[c:5]1[cH:6][cH:7][c:8]([C:11]#[C:12][c:13]2[cH:14][cH:15][c:16]([CH2:17][N:18]([c:19]3[cH:20][c:21]4[c:22]([cH:30][cH:31]3)[O:23][C:24]([CH3:28])([CH3:29])[O:25][C:26]4=[O:27])[C:41]([CH2:40][CH2:39][CH:34]3[CH2:35][CH2:36][CH2:37][CH2:38]3)=[O:42])[cH:32][cH:33]2)[cH:9][cH:10]1. As a reaction SMILES: [Br-:32].[CH3:33][P+:34]([c:35]1[cH:36][cH:37][cH:38][cH:39][cH:40]1)([c:41]1[cH:42][cH:43][cH:44][cH:45][cH:46]1)[c:47]1[cH:48][cH:49][cH:50][cH:51][cH:52]1.[Cl-:25].[Cl:3][c:4]1[cH:5][cH:6][c:7](-[c:10]2[n:11][o:12][c:13]3[c:14]2[C:15](=[O:24])[CH2:16][CH2:17][CH:18]([C:20](=[O:21])[O:22][CH3:23])[CH2:19]3)[cH:8][cH:9]1.[NH2-:2].[NH4+:26].[Na:1].[O:27]1[CH2:28][CH2:31][CH2:30][CH2:29]1>>[Cl:3][c:4]1[cH:5][cH:6][c:7](-[c:10]2[n:11][o:12][c:13]3[c:14]2[C:15](=[CH2:28])[CH2:16][CH2:17][CH:18]([C:20](=[O:21])[O:22][CH3:23])[CH2:19]3)[cH:8][cH:9]1. The product is C=C1CCC(C(=O)OC)Cc2onc(-c3ccc(Cl)cc3)c21. Reactants: [Br-], C[P+](c1ccccc1)(c1ccccc1)c1ccccc1, [Cl-], COC(=O)C1CCC(=O)c2c(-c3ccc(Cl)cc3)noc2C1, [NH2-], [NH4+], [Na], C1CCOC1. Starting materials: N1(CCCCC1)S(=O)(=O)C1=CC=C(C=C1)SC(OCC)=S (Dithiocarbonic acid O-ethyl ester S-[4-(piperidine-1-sulfonyl)-phenyl]ester), [Cl-].[NH4+] (ammonium chloride), [OH-].[K+] (KOH), reaction mixture. The solvent is C(C)O (ethanol), O (water). Run at temperature 111 celsius. Product: N1(CCCCC1)S(=O)(=O)C1=CC=C(C=C1)SCC(CCCC)=O (1-[4-(Piperidine-1-sulfonyl)-phenylsulfanyl]-hexan-2-one). Reaction SMILES: [N:1]1([S:7]([C:10]2[CH:15]=[CH:14][C:13]([S:16][C:17](=S)OCC)=[CH:12][CH:11]=2)(=[O:9])=[O:8])[CH2:6][CH2:5][CH2:4][CH2:3][CH2:2]1.[OH-:22].[K+].[Cl-].[NH4+]>C(O)C.O>[N:1]1([S:7]([C:10]2[CH:11]=[CH:12][C:13]([S:16][CH2:17][C:2](=[O:22])[CH2:3][CH2:4][CH2:5][CH3:6])=[CH:14][CH:15]=2)(=[O:8])=[O:9])[CH2:2][CH2:3][CH2:4][CH2:5][CH2:6]1 |f:1.2,3.4|. Procedure: Dithiocarbonic acid O-ethyl ester S-[4-(piperidine-1-sulfonyl)-phenyl]ester (1.24 g, 3.6 mmol) in ethanol (5 mL) and water (0.5 mL) was heated to 60° C. to form a solution. The flask was removed from the oil bath and KOH (561 mg, 10 mmol) added portionwise (exothermic reaction). The mixture was heated to 111° C. for one hour and 33 was added (553 mg, 4.13 mmol) The reaction mixture was then heated to 110° C. for 3 hours. The mixture was allowed to cool to r.t. and a saturated aqueous solution of... The reactants are COC(=O)C1C(CC(CC1)N)O (4-amino-2-hydroxy-cyclohexanecarboxylic acid methyl ester), C1(=CC(=CC(=C1)C)C)C (mesitylene). Yields the product OC1C2C(NC(C1)CC2)=O (5-hydroxy-2-aza-bicyclo[2.2.2]octan-3-one). RXN SMILES: C[O:2][C:3]([CH:5]1[CH2:10][CH2:9][CH:8]([NH2:11])[CH2:7][CH:6]1[OH:12])=O.C1(C)C=C(C)C=C(C)C=1>>[OH:12][CH:6]1[CH2:7][CH:8]2[CH2:9][CH2:10][CH:5]1[C:3](=[O:2])[NH:11]2. Reported procedure: Reaction of compound (3) with mesitylene at elevated temperature (e.g., 165° C.) followed by cooling to rt yields 5-hydroxy-2-aza-bicyclo[2.2.2]octan-3-one (4). Reported procedure: 5-Hydroxy-2-nitrobenzaldehyde (25.0 g, 150 mmol) was dissolved in N,N-dimethylformamide (200 mL, 2000 mmol), followed by potassium carbonate (20.7 g, 150 mmol) and methyl iodide (10.2 mL, 164 mmol). The reaction mixture was stirred for 10 hours at 23° C. Ethyl acetate (1000 mL) was added, and the mixture was washed with water and brine. Organic layer was dried over sodium sulfate. Removal of solvent gave a crude solid product, which was treated with DCM and hexanes. The solid was collected and w... Reactants: CI (methyl iodide), OC=1C=CC(=C(C=O)C1)[N+](=O)[O-] (5-Hydroxy-2-nitrobenzaldehyde), CN(C=O)C (N,N-dimethylformamide), C([O-])([O-])=O.[K+].[K+] (potassium carbonate). The solvent is hexanes, C(Cl)Cl (DCM), C(C)(=O)OCC (Ethyl acetate). Reaction SMILES: [OH:1][C:2]1[CH:3]=[CH:4][C:5]([N+:10]([O-:12])=[O:11])=[C:6]([CH:9]=1)[CH:7]=[O:8].[CH3:13]N(C)C=O.C(=O)([O-])[O-].[K+].[K+].CI>C(Cl)Cl.C(OCC)(=O)C>[CH3:13][O:1][C:2]1[CH:3]=[CH:4][C:5]([N+:10]([O-:12])=[O:11])=[C:6]([CH:9]=1)[CH:7]=[O:8] |f:2.3.4|. Conditions: temperature 23 celsius, time 10 hour. Yields the product COC=1C=CC(=C(C=O)C1)[N+](=O)[O-] (5-Methoxy-2-nitrobenzaldehyde). Starting materials: C1CCOC1, CC(=O)Cl, [H-], Cc1c(N)c2cc(-c3ccc(Cl)cc3)c(-c3ccc(Cl)cc3Cl)nc2n(C)c1=O, [Na+], CN(C)C=O. As a reaction SMILES: [CH2:36]1[O:37][CH2:38][CH2:39][CH2:40]1.[CH3:32][C:33]([Cl:34])=[O:35].[H-:31].[NH2:1][c:2]1[c:3]([CH3:29])[c:4](=[O:28])[n:5]([CH3:27])[c:6]2[n:7][c:8](-[c:19]3[c:20]([Cl:26])[cH:21][c:22]([Cl:25])[cH:23][cH:24]3)[c:9](-[c:12]3[cH:13][cH:14][c:15]([Cl:18])[cH:16][cH:17]3)[cH:10][c:11]12.[Na+:30].[O:41]=[CH:42][N:43]([CH3:44])[CH3:45]>>[NH:1]([c:2]1[c:3]([CH3:29])[c:4](=[O:28])[n:5]([CH3:27])[c:6]2[n:7][c:8](-[c:19]3[c:20]([Cl:26])[cH:21][c:22]([Cl:25])[cH:23][cH:24]3)[c:9](-[c:12]3[cH:13][cH:14][c:15]([Cl:18])[cH:16][cH:17]3)[cH:10][c:11]12)[C:33]([CH3:32])=[O:35]. Yields the product CC(=O)Nc1c(C)c(=O)n(C)c2nc(-c3ccc(Cl)cc3Cl)c(-c3ccc(Cl)cc3)cc12. Starting materials: FC=1C(=C2CCN(N3C2=C(C1)C(C(=C3)C(=O)OC)=O)C)OS(=O)(=O)C (Methyl 5-Fluoro-4-methanesulfonyloxy-2,3-dihydro-1-methyl-7-oxo-1H,7H-pyrido[3,2,1-ij]cinnoline-8-carboxylate), N1=CC=CC=C1 (pyridine), C1(=CC=C(C=C1)S(=O)(=O)Cl)C (p-toluene-sulfonyl chloride). The solvent is C(Cl)(Cl)Cl (chloroform). Conditions: time 2 hour. Product: FC=1C(=C2CCN(N3C2=C(C1)C(C(=C3)C(=O)OC)=O)C)OS(=O)(=O)C3=CC=C(C=C3)C (Methyl 5-Fluoro-4-(4-methylphenylsulfonyloxy)-2,3-dihydro-1-methyl-7-oxo-1H,7H-pyrido[3,2,1-ij]cinnoline-8-carboxylate). Yield: 60.0%. As a reaction SMILES: [F:1][C:2]1[C:3]([O:21][S:22]([CH3:25])(=[O:24])=[O:23])=[C:4]2[C:9]3=[C:10]([C:12](=[O:19])[C:13]([C:15]([O:17][CH3:18])=[O:16])=[CH:14][N:8]3[N:7]([CH3:20])[CH2:6][CH2:5]2)[CH:11]=1.N1C=CC=CC=1.[C:32]1([CH3:42])[CH:37]=[CH:36]C(S(Cl)(=O)=O)=[CH:34][CH:33]=1>C(Cl)(Cl)Cl>[F:1][C:2]1[C:3]([O:21][S:22]([C:25]2[CH:36]=[CH:37][C:32]([CH3:42])=[CH:33][CH:34]=2)(=[O:24])=[O:23])=[C:4]2[C:9]3=[C:10]([C:12](=[O:19])[C:13]([C:15]([O:17][CH3:18])=[O:16])=[CH:14][N:8]3[N:7]([CH3:20])[CH2:6][CH2:5]2)[CH:11]=1. Procedure: 304 mg of the compound (168) obtained in Example 45 was added to 2 ml of pyridine, and 260 mg of p-toluene-sulfonyl chloride was added to the solution. The solution was stirred for 2 hours at room temperature. 50 ml of chloroform was added to the solution, and the solution was washed with water and aqueous 5% citric acid solution. The organic layer was separated, and after drying over magnesium sulfate, the solvent was removed by distillation. To the residue, ethanol was added, and the solid mat...